From a dataset of the Open Reaction Database (ORD), a public repository of structured organic reaction records. describe an organic reaction: reactants, conditions, products, and yield Starting materials: NC=1C(=CC2=C(N=C(N=C2)NCC(CN(C)C)(C)C)N1)C1=C(C=CC=C1Cl)Cl (7-Amino-6-(2,6-dichlorophenyl)-2-(3-dimethylamino-2,2-dimethyl-propylamino)-pyrido[2,3-d]pyrimidine), C(C)(C)(C)N=C=O (t-butyl isocyanate). Reaction SMILES: [NH2:1][C:2]1[C:3]([C:21]2[C:26]([Cl:27])=[CH:25][CH:24]=[CH:23][C:22]=2[Cl:28])=[CH:4][C:5]2[CH:10]=[N:9][C:8]([NH:11][CH2:12][C:13]([CH3:19])([CH3:18])[CH2:14][N:15]([CH3:17])[CH3:16])=[N:7][C:6]=2[N:20]=1.[C:29]([N:33]=[C:34]=[O:35])([CH3:32])([CH3:31])[CH3:30]>>[C:29]([NH:33][C:34]([NH:1][C:2]1[C:3]([C:21]2[C:26]([Cl:27])=[CH:25][CH:24]=[CH:23][C:22]=2[Cl:28])=[CH:4][C:5]2[CH:10]=[N:9][C:8]([NH:11][CH2:12][C:13]([CH3:19])([CH3:18])[CH2:14][N:15]([CH3:17])[CH3:16])=[N:7][C:6]=2[N:20]=1)=[O:35])([CH3:32])([CH3:31])[CH3:30]. The product is C(C)(C)(C)NC(=O)NC=1C(=CC2=C(N=C(N=C2)NCC(CN(C)C)(C)C)N1)C1=C(C=CC=C1Cl)Cl (1-tert-Butyl-3-[6-(2,6-dichlorophenyl)-2-[3-dimethylamino-2,2-dimethyl-propylamino)-pyrido[2,3-d]pyrimidin-7-yl]-urea). Procedure: Following the procedure of Example 21, 1.0 g of 7-amino-6-(2,6-dichlorophenyl)-2-(3-dimethylamino-2,2-dimethyl-propylamino)-pyrido[2,3-d]pyrimidine from Example 29 was reacted with 0.26 g of t-butyl isocyanate to give the title compound; mp 161°-170° C. The reactants are COc1cccc2c(=O)c3cc([N+](=O)[O-])ccc3oc12, [Cl-], Cl, O, O. RXN SMILES: [CH3:1][O:2][c:3]1[c:4]2[o:5][c:6]3[cH:7][cH:8][c:9]([N+:18]([O-:19])=[O:20])[cH:10][c:11]3[c:12](=[O:17])[c:13]2[cH:14][cH:15][cH:16]1.[Cl-:23].[ClH:24].[OH2:21].[OH2:22]>>[CH3:1][O:2][c:3]1[c:4]2[o:5][c:6]3[cH:7][cH:8][c:9]([NH2:18])[cH:10][c:11]3[c:12](=[O:17])[c:13]2[cH:14][cH:15][cH:16]1.[ClH:23]. The product is COc1cccc2c(=O)c3cc(N)ccc3oc12, Cl. Starting materials: O=C1OC(=O)C2=C1CCCC2, CC(=O)O, ClC(Cl)Cl, Nc1cccc(O)n1. Product: O=C1C2=C(CCCC2)C(=O)N1c1cccc(O)n1. As a reaction SMILES: [C:9]1(=[O:19])[C:10]2=[C:11]([C:12](=[O:13])[O:14]1)[CH2:15][CH2:16][CH2:17][CH2:18]2.[CH3:20][C:21](=[O:22])[OH:23].[Cl:24][CH:25]([Cl:26])[Cl:27].[NH2:1][c:2]1[n:3][c:4]([OH:8])[cH:5][cH:6][cH:7]1>>[N:1]1([c:2]2[n:3][c:4]([OH:8])[cH:5][cH:6][cH:7]2)[C:9](=[O:14])[C:10]2=[C:11]([C:12]1=[O:13])[CH2:15][CH2:16][CH2:17][CH2:18]2. The reactants are N12C[C@@H](C(CC1)CC2)OC(=O)C2(CCCCCC2)C2=CC=CC=C2 (1-Phenyl-cycloheptanecarboxylic acid (R)-(1-aza-bicyclo[2.2.2]oct-3-yl)ester), ClCC(=O)NC=1C=NC(=CC1)C (2-chloro-N-(6-methylpyridin-3-yl)acetamide). The solvent is C(C)#N (acetonitrile), C(C)(=O)OCC (ethyl acetate), CCCC(C)C (isohexane). Conditions: time 10 day. Product: [Cl-].CC1=CC=C(C=N1)NC(=O)C[N+]12C[C@@H](C(CC1)CC2)OC(=O)C2(CCCCCC2)C2=CC=CC=C2 ((R)-1-[(6-Methyl-pyridin-3-ylcarbamoyl)-methyl]-3-(1-phenyl-cycloheptanecarbonyloxy)-1-azonia-bicyclo[2.2.2]octane chloride). Yield: 44.8%. RXN SMILES: [N:1]12[CH2:8][CH2:7][CH:4]([CH2:5][CH2:6]1)[C@@H:3]([O:9][C:10]([C:12]1([C:19]3[CH:24]=[CH:23][CH:22]=[CH:21][CH:20]=3)[CH2:18][CH2:17][CH2:16][CH2:15][CH2:14][CH2:13]1)=[O:11])[CH2:2]2.[Cl:25][CH2:26][C:27]([NH:29][C:30]1[CH:31]=[N:32][C:33]([CH3:36])=[CH:34][CH:35]=1)=[O:28]>C(#N)C.C(OCC)(=O)C.CCCC(C)C>[Cl-:25].[CH3:36][C:33]1[N:32]=[CH:31][C:30]([NH:29][C:27]([CH2:26][N+:1]23[CH2:8][CH2:7][CH:4]([CH2:5][CH2:6]2)[C@@H:3]([O:9][C:10]([C:12]2([C:19]4[CH:20]=[CH:21][CH:22]=[CH:23][CH:24]=4)[CH2:18][CH2:17][CH2:16][CH2:15][CH2:14][CH2:13]2)=[O:11])[CH2:2]3)=[O:28])=[CH:35][CH:34]=1 |f:5.6|. Procedure details: 1-Phenyl-cycloheptanecarboxylic acid (R)-(1-aza-bicyclo[2.2.2]oct-3-yl)ester (Example 1e)(52 mg) was dissolved in acetonitrile (2 mL) and 2-chloro-N-(6-methylpyridin-3-yl)acetamide (Example f) (29 mg) was added. The reaction mixture was stirred for 10 days and diluted with ethyl acetate (4 mL) and isohexane (14 mL). The mixture was left standing for 5 days, whereupon the resulting crystals were separated and washed with diethyl ether (0.5 mL) to afford the titled compound as a solid (36 mg). Reactants: [OH-].[Na+] (NaOH), ester, C(C)OC(=O)C1=CC(=C(C=C1)C1=CC=C(C=C1)C=1SC=CC1NS(=O)(=O)C(C)C)OCC (2-ethoxy-4′-[3-(propane-2-sulfonylamino)-thiophen-2-yl]-biphenyl-4-carboxylic acid ethyl ester). Run in C(C)O (ethanol), O (water). Reaction conditions: temperature 55 celsius, time 1 hour. Product: C(C)OC1=C(C=CC(=C1)C(=O)O)C1=CC=C(C=C1)C=1SC=CC1NS(=O)(=O)C(C)C (2-Ethoxy-4′-[3-(propane-2-sulfonylamino)-thiophen-2-yl]-biphenyl-4-carboxylic acid). As a reaction SMILES: C([O:3][C:4]([C:6]1[CH:11]=[CH:10][C:9]([C:12]2[CH:17]=[CH:16][C:15]([C:18]3[S:19][CH:20]=[CH:21][C:22]=3[NH:23][S:24]([CH:27]([CH3:29])[CH3:28])(=[O:26])=[O:25])=[CH:14][CH:13]=2)=[C:8]([O:30][CH2:31][CH3:32])[CH:7]=1)=[O:5])C.[OH-].[Na+]>C(O)C.O>[CH2:31]([O:30][C:8]1[CH:7]=[C:6]([C:4]([OH:5])=[O:3])[CH:11]=[CH:10][C:9]=1[C:12]1[CH:17]=[CH:16][C:15]([C:18]2[S:19][CH:20]=[CH:21][C:22]=2[NH:23][S:24]([CH:27]([CH3:28])[CH3:29])(=[O:26])=[O:25])=[CH:14][CH:13]=1)[CH3:32] |f:1.2|. Procedure details: The resultant ester may be hydrolyzed in the following manner: Mix 2-ethoxy-4′-[3-(propane-2-sulfonylamino)-thiophen-2-yl]-biphenyl-4-carboxylic acid ethyl ester (38 g, 80 mmol), in ethanol (100 mL) and NaOH 2 M in water (400 mL) and stir the reaction mixture for one hour at RT. Evaporate the ethanol and wash the aqueous mixture with 200 mL of EtOAc. Acidify the aqueous mixture to pH 2 using HCl 1N. Extract the desired product with EtOAc. Dissolve the crude in warmed acetone (500 ml) and add wat... Starting materials: CCCBr, Cc1cc(B2OC(C)(C)C(C)(C)O2)cc(C)c1O, CC(C)=O, [K+], [K+], O=C([O-])[O-]. Product: CCCOc1c(C)cc(B2OC(C)(C)C(C)(C)O2)cc1C. Reaction SMILES: [Br:19][CH2:20][CH2:21][CH3:22].[CH3:1][c:2]1[c:3]([OH:18])[c:4]([CH3:17])[cH:5][c:6]([B:8]2[O:9][C:10]([CH3:15])([CH3:16])[C:11]([CH3:13])([CH3:14])[O:12]2)[cH:7]1.[CH3:29][C:30](=[O:31])[CH3:32].[K+:23].[K+:24].[O-:25][C:26]([O-:27])=[O:28]>>[CH3:1][c:2]1[c:3]([O:18][CH2:20][CH2:21][CH3:22])[c:4]([CH3:17])[cH:5][c:6]([B:8]2[O:9][C:10]([CH3:15])([CH3:16])[C:11]([CH3:13])([CH3:14])[O:12]2)[cH:7]1. Reactants: C, [H][H], CN1CCC(N(C)C(=O)Nc2cc(Oc3ccc([N+](=O)[O-])cc3)ccn2)CC1, C1CCOC1, [Pd]. Product: CN1CCC(N(C)C(=O)Nc2cc(Oc3ccc(N)cc3)ccn2)CC1. Reaction SMILES: [C:36].[H:29][H:30].[N+:1]([O-:2])(=[O:3])[c:4]1[cH:5][cH:6][c:7]([O:8][c:9]2[cH:10][c:11]([NH:15][C:16]([N:17]([CH:18]3[CH2:19][CH2:20][N:21]([CH3:24])[CH2:22][CH2:23]3)[CH3:25])=[O:26])[n:12][cH:13][cH:14]2)[cH:27][cH:28]1.[O:31]1[CH2:32][CH2:33][CH2:34][CH2:35]1.[Pd:37]>>[NH2:1][c:4]1[cH:5][cH:6][c:7]([O:8][c:9]2[cH:10][c:11]([NH:15][C:16]([N:17]([CH:18]3[CH2:19][CH2:20][N:21]([CH3:24])[CH2:22][CH2:23]3)[CH3:25])=[O:26])[n:12][cH:13][cH:14]2)[cH:27][cH:28]1. Reactants: ClC=1C=CC(=C(CBr)C1)F (5-Chloro-2-fluoro-benzylbromide), C(C)OP(OCC)OCC (triethylphosphite). Run in C1CCOC1 (THF). Reaction conditions: temperature 100 celsius, time 2 hour. The product is C(C)OP(OCC)(=O)CC1=C(C=CC(=C1)Cl)F ((5-chloro-2-fluoro-benzyl)-phosphonic acid diethyl ester). RXN SMILES: [Cl:1][C:2]1[CH:3]=[CH:4][C:5]([F:10])=[C:6]([CH:9]=1)[CH2:7]Br.[CH2:11]([O:13][P:14]([O:18]CC)[O:15][CH2:16][CH3:17])[CH3:12]>C1COCC1>[CH2:11]([O:13][P:14]([CH2:7][C:6]1[CH:9]=[C:2]([Cl:1])[CH:3]=[CH:4][C:5]=1[F:10])(=[O:18])[O:15][CH2:16][CH3:17])[CH3:12]. Procedure details: 5-Chloro-2-fluoro-benzylbromide (630 g, purity according to GC 72% a/a, 2.42 mol) was heated at 100° C. and triethylphosphite (403 g, 2.42 mol) was added slowly in 1 h 45. The mixture was stirred for 2 hours at 100° C., and slowly THF (350 ml) was added and distilled off, until no ethylbromide was detected by NMR. To isolate the crude (5-chloro-2-fluoro-benzyl)-phosphonic acid diethyl ester the reaction mixture was cooled to room temperature, yielding 681 grams (100%). Reactants: Cc1nc2nc(CO)cn2c(-c2ccc(Cl)cc2Cl)c1C(=O)OC(C)(C)C, ClCCl. Yields the product Cc1nc2nc(C=O)cn2c(-c2ccc(Cl)cc2Cl)c1C(=O)OC(C)(C)C. Reaction SMILES: [Cl:1][c:2]1[c:3](-[c:9]2[c:10]([C:21](=[O:22])[O:23][C:24]([CH3:25])([CH3:26])[CH3:27])[c:11]([CH3:20])[n:12][c:13]3[n:14]2[cH:15][c:16]([CH2:18][OH:19])[n:17]3)[cH:4][cH:5][c:6]([Cl:8])[cH:7]1.[Cl:28][CH2:29][Cl:30]>>[Cl:1][c:2]1[c:3](-[c:9]2[c:10]([C:21](=[O:22])[O:23][C:24]([CH3:25])([CH3:26])[CH3:27])[c:11]([CH3:20])[n:12][c:13]3[n:14]2[cH:15][c:16]([CH:18]=[O:19])[n:17]3)[cH:4][cH:5][c:6]([Cl:8])[cH:7]1. Reactants: N1=CC=CC=C1 (Pyridine), C(C)S(=O)(=O)C=1C=CC(=C(C1)NC=1OC(=CN1)C=1C=C(C=CC1)O)C (3-(2-{[5-(ethylsulfonyl)-2-methylphenyl]amino}-1,3-oxazol-5-yl)phenol), C1(=CC=CC=C1)B(O)O (phenylboronic acid), 4A, ClCCl (dichloromethane), C(C)OCC (diethyl ether). The reagents and catalysts are CC(=O)[O-].CC(=O)[O-].[Cu+2] (Cu(OAc)2). Reaction conditions: time 8 hour. Product: C(C)S(=O)(=O)C=1C=CC(=C(C1)NC=1OC(=CN1)C1=CC(=CC=C1)OC1=CC=CC=C1)OC (N-[5-(ethylsulfonyl)-2-methoxyphenyl]-5-(3-phenoxyphenyl)-1,3-oxazol-2-amine). Yield: 18.0%. Reaction SMILES: N1C=CC=CC=1.[CH2:7]([S:9]([C:12]1[CH:13]=[CH:14][C:15](C)=[C:16]([NH:18][C:19]2[O:20][C:21]([C:24]3[CH:25]=[C:26]([OH:30])[CH:27]=[CH:28][CH:29]=3)=[CH:22][N:23]=2)[CH:17]=1)(=[O:11])=[O:10])[CH3:8].[C:32]1(B(O)O)[CH:37]=[CH:36][CH:35]=[CH:34][CH:33]=1.ClCCl.[CH2:44]([O:46]CC)C>CC([O-])=O.CC([O-])=O.[Cu+2]>[CH2:7]([S:9]([C:12]1[CH:13]=[CH:14][C:15]([O:46][CH3:44])=[C:16]([NH:18][C:19]2[O:20][C:21]([C:24]3[CH:29]=[CH:28][CH:27]=[C:26]([O:30][C:32]4[CH:37]=[CH:36][CH:35]=[CH:34][CH:33]=4)[CH:25]=3)=[CH:22][N:23]=2)[CH:17]=1)(=[O:11])=[O:10])[CH3:8] |f:5.6.7|. Reported procedure: Pyridine (5 eq.) was added to a mixture of the title compound of Example 158 (100 mg, 0.27 mmol, 1 eq.), Cu(OAc)2 (1 eq.), phenylboronic acid (2 eq.), powered 4A molecular sieves, and dichloromethane (5 mL). After stirring at RT overnight, the reaction was diluted with diethyl ether and washed with 6N HCl solution. The aqueous layer was separated, made basic with 5N NaOH solution, and extracted with ethyl acetate (3×20 mL). The combined organic layers were dried over anhydrous magnesium sulfate,...